Dataset: the Open Reaction Database (ORD), a public repository of structured organic reaction records. Task: describe an organic reaction: reactants, conditions, products, and yield Reactants: CCOC(=O)Cl, Nc1ccnc(C2=Cc3ccccc3CC2)c1, c1ccncc1. Product: CCOC(=O)Nc1ccnc(C2=Cc3ccccc3CC2)c1. As a reaction SMILES: [CH2:18]([CH3:19])[O:20][C:21](=[O:22])[Cl:23].[CH:1]1=[C:2]([c:11]2[n:12][cH:13][cH:14][c:15]([NH2:17])[cH:16]2)[CH2:3][CH2:4][c:5]2[cH:6][cH:7][cH:8][cH:9][c:10]21.[cH:24]1[cH:25][cH:26][n:27][cH:28][cH:29]1>>[CH:1]1=[C:2]([c:11]2[n:12][cH:13][cH:14][c:15]([NH:17][C:21]([O:20][CH2:18][CH3:19])=[O:22])[cH:16]2)[CH2:3][CH2:4][c:5]2[cH:6][cH:7][cH:8][cH:9][c:10]21. Reported procedure: To a solution of 7-bromo-5-fluoro-1H-indazole (1.66 g, 7.72 mmol) in tetrahydrofuran (35 mL) at 0° C. was added sodium hydride (0.618 g, 15.4 mmol). The ice bath was removed and stirring continued for 20 min. The solution was cooled to -78° C. and treated with tert-butyllithium (1.7 M in pentane, 9.08 mL, 15.4 mmol) dropwise. The reaction was stirred at −78° C. for 10 min, allowed to warm gradually in the dewar to −50° C., recooled to −78° C., and then treated with dimethylformamide (2.39 mL, 30... Reaction conditions: temperature -78 celsius, time 20 minute. The yield is 112.1%. Product: FC=1C=C2C=NNC2=C(C1)C=O (5-fluoro-1H-indazole-7-carbaldehyde). RXN SMILES: Br[C:2]1[CH:3]=[C:4]([F:11])[CH:5]=[C:6]2[C:10]=1[NH:9][N:8]=[CH:7]2.[H-].[Na+].C([Li])(C)(C)C.CN(C)[CH:21]=[O:22]>O1CCCC1>[F:11][C:4]1[CH:5]=[C:6]2[C:10](=[C:2]([CH:21]=[O:22])[CH:3]=1)[NH:9][N:8]=[CH:7]2 |f:1.2|. Reactants: BrC=1C=C(C=C2C=NNC12)F (7-bromo-5-fluoro-1H-indazole), [H-].[Na+] (sodium hydride), CN(C=O)C (dimethylformamide), C(C)(C)(C)[Li] (tert-butyllithium). The solvent is O1CCCC1 (tetrahydrofuran).